From a dataset of the Open Reaction Database (ORD), a public repository of structured organic reaction records. describe an organic reaction: reactants, conditions, products, and yield Reactants: Cn1nccc1-c1ccc(Br)cc1, CC(=O)[O-], CC(=O)[O-], C1COCCO1, CC(C)(C)[O-], CCOC(C)=O, CC(C)[Si](S)(C(C)C)C(C)C, [Na+], [Pd+2]. Yields the product CC(C)[Si](Sc1ccc(-c2ccnn2C)cc1)(C(C)C)C(C)C. RXN SMILES: [Br:1][c:2]1[cH:3][cH:4][c:5](-[c:8]2[cH:9][cH:10][n:11][n:12]2[CH3:13])[cH:6][cH:7]1.[C:43]([O-:44])(=[O:45])[CH3:46].[C:48]([O-:49])(=[O:50])[CH3:51].[CH2:20]1[O:21][CH2:22][CH2:23][O:24][CH2:25]1.[CH3:14][C:15]([CH3:16])([O-:17])[CH3:18].[CH3:37][CH2:38][O:39][C:40](=[O:41])[CH3:42].[CH:26]([CH3:27])([CH3:28])[Si:29]([SH:30])([CH:31]([CH3:32])[CH3:33])[CH:34]([CH3:35])[CH3:36].[Na+:19].[Pd+2:47]>>[c:2]1([S:30][Si:29]([CH:26]([CH3:27])[CH3:28])([CH:31]([CH3:32])[CH3:33])[CH:34]([CH3:35])[CH3:36])[cH:3][cH:4][c:5](-[c:8]2[cH:9][cH:10][n:11][n:12]2[CH3:13])[cH:6][cH:7]1. The reactants are Cl (hydrochloric acid), [OH-].[Na+] (sodium hydroxide), CO (methanol), C1(CC1)C1=C(C(=CC(=C1)CN1CCC(CC1)N1C(C=2C=C(C(=NC2CC1)CCC)C(=O)OC)=O)OCCC)C1=CC=C(C=C1)F (methyl 6-(1-((2-cyclopropyl-4′-fluoro-6-propoxybiphenyl-4-yl)methyl)piperidin-4-yl)-5-oxo-2-propyl-5,6,7,8-tetrahydro-1,6-naphthyridine-3-carboxylate). Solvent: C(C)(=O)OCC (ethyl acetate), C1CCOC1 (THF). Reaction conditions: temperature 60 celsius, time 30 minute. The product is C1(CC1)C1=C(C(=CC(=C1)CN1CCC(CC1)N1C(C=2C=C(C(=NC2CC1)CCC)C(=O)O)=O)OCCC)C1=CC=C(C=C1)F (6-(1-((2-Cyclopropyl-4′-fluoro-6-propoxybiphenyl-4-yl)methyl)piperidin-4-yl)-5-oxo-2-propyl-5,6,7,8-tetrahydro-1,6-naphthyridine-3-carboxylic acid). Yield: 77.6%. As a reaction SMILES: [OH-].[Na+].CO.[CH:5]1([C:8]2[CH:13]=[C:12]([CH2:14][N:15]3[CH2:20][CH2:19][CH:18]([N:21]4[CH2:30][CH2:29][C:28]5[N:27]=[C:26]([CH2:31][CH2:32][CH3:33])[C:25]([C:34]([O:36]C)=[O:35])=[CH:24][C:23]=5[C:22]4=[O:38])[CH2:17][CH2:16]3)[CH:11]=[C:10]([O:39][CH2:40][CH2:41][CH3:42])[C:9]=2[C:43]2[CH:48]=[CH:47][C:46]([F:49])=[CH:45][CH:44]=2)[CH2:7][CH2:6]1.Cl>C(OCC)(=O)C.C1COCC1>[CH:5]1([C:8]2[CH:13]=[C:12]([CH2:14][N:15]3[CH2:20][CH2:19][CH:18]([N:21]4[CH2:30][CH2:29][C:28]5[N:27]=[C:26]([CH2:31][CH2:32][CH3:33])[C:25]([C:34]([OH:36])=[O:35])=[CH:24][C:23]=5[C:22]4=[O:38])[CH2:17][CH2:16]3)[CH:11]=[C:10]([O:39][CH2:40][CH2:41][CH3:42])[C:9]=2[C:43]2[CH:44]=[CH:45][C:46]([F:49])=[CH:47][CH:48]=2)[CH2:6][CH2:7]1 |f:0.1|. Procedure details: A 2 M aqueous sodium hydroxide solution (1.50 mL) was added at room temperature to a methanol (5 mL)-THF (5 mL) solution of methyl 6-(1-((2-cyclopropyl-4′-fluoro-6-propoxybiphenyl-4-yl)methyl)piperidin-4-yl)-5-oxo-2-propyl-5,6,7,8-tetrahydro-1,6-naphthyridine-3-carboxylate (475 mg), and the mixture was stirred at 60° C. for 30 minutes. The reaction mixture was neutralized with hydrochloric acid at room temperature. Then, ethyl acetate was added thereto, and the solvent was distilled off under re... The reactants are CCOC(=O)c1csc(CN2CCN(S(=O)(=O)c3cc4ccc(Cl)cc4s3)CC2=O)n1, C1CCOC1, CO, CCOC(C)=O, [Na+], [OH-]. Product: O=C(O)c1csc(CN2CCN(S(=O)(=O)c3cc4ccc(Cl)cc4s3)CC2=O)n1. Reaction SMILES: [CH2:1]([CH3:2])[O:3][C:4](=[O:5])[c:6]1[n:7][c:8]([CH2:11][N:12]2[C:13](=[O:31])[CH2:14][N:15]([S:18](=[O:19])(=[O:20])[c:21]3[cH:22][c:23]4[c:24]([s:25]3)[cH:26][c:27]([Cl:30])[cH:28][cH:29]4)[CH2:16][CH2:17]2)[s:9][cH:10]1.[CH2:34]1[O:35][CH2:36][CH2:37][CH2:38]1.[CH3:39][OH:40].[CH3:41][CH2:42][O:43][C:44]([CH3:45])=[O:46].[Na+:33].[OH-:32]>>[O:3]=[C:4]([OH:5])[c:6]1[n:7][c:8]([CH2:11][N:12]2[C:13](=[O:31])[CH2:14][N:15]([S:18](=[O:19])(=[O:20])[c:21]3[cH:22][c:23]4[c:24]([s:25]3)[cH:26][c:27]([Cl:30])[cH:28][cH:29]4)[CH2:16][CH2:17]2)[s:9][cH:10]1. Starting materials: C(C)(=O)O (acetic acid), [Cl-].[Al+3].[Cl-].[Cl-] (aluminum chloride), [Cl-].[Al+3].[Cl-].[Cl-] (aluminum chloride), ClCCC(C)(C)Cl (1,3-dichloro-3-methylbutane). Run in ClC(=C)Cl (1,1-dichloroethene). Run at temperature -10 celsius. Product: CC(C=C(Cl)Cl)(CCCl)C (3,3-dimethyl-1,1,5-trichloro-1-pentene). As a reaction SMILES: [Cl-:1].[Al+3].[Cl-:3].[Cl-].[Cl:5][CH2:6][CH2:7][C:8](Cl)([CH3:10])[CH3:9].[C:12](O)(=O)[CH3:13]>ClC(Cl)=C>[CH3:9][C:8]([CH3:10])([CH2:13][CH2:12][Cl:3])[CH:7]=[C:6]([Cl:1])[Cl:5] |f:0.1.2.3|. Reported procedure: 20 g of aluminum chloride are dissolved in 2,300 g of 1,1-dichloroethene, while stirring and cooling to -10° C. Thereupon, 1,286 g of 1,3-dichloro-3-methylbutane are added dropwise in the course of 3 hours, and simultaneously, at intervals of 15 minutes, further 3 g portions of aluminum chloride are added in measured amounts to the mixture, a reaction temperature of between 0° and +5° C. being maintained by cooling. After the end of the reaction, 60 ml of acetic acid are added dropwise to the re... Reactants: O=C1N(C(C2=CC=CC=C12)=O)CC=1C=C2C=CC(=NC2=CC1)C=CC#N (3-[6-(1,3-dioxo-1,3-dihydro-isoindol-2-ylmethyl)-quinolin-2-yl]-acrylonitrile). The reagents and catalysts are [OH-].[Pd+2].[OH-].[C] (palladium hydroxide carbon). Solvent: C(C)O (ethanol), C(Cl)(Cl)Cl (chloroform). Conditions: time 16 hour. Product: O=C1N(C(C2=CC=CC=C12)=O)CC=1C=C2C=CC(=NC2=CC1)CCC#N (3-[6-(1,3-dioxo-1,3-dihydro-isoindol-2-ylmethyl)-quinolin-2-yl]-propionitrile). Isolated yield 17.6%. Reaction SMILES: [O:1]=[C:2]1[C:10]2[C:5](=[CH:6][CH:7]=[CH:8][CH:9]=2)[C:4](=[O:11])[N:3]1[CH2:12][C:13]1[CH:14]=[C:15]2[C:20](=[CH:21][CH:22]=1)[N:19]=[C:18]([CH:23]=[CH:24][C:25]#[N:26])[CH:17]=[CH:16]2>C(O)C.C(Cl)(Cl)Cl.[OH-].[Pd+2].[OH-].[C]>[O:11]=[C:4]1[C:5]2[C:10](=[CH:9][CH:8]=[CH:7][CH:6]=2)[C:2](=[O:1])[N:3]1[CH2:12][C:13]1[CH:14]=[C:15]2[C:20](=[CH:21][CH:22]=1)[N:19]=[C:18]([CH2:23][CH2:24][C:25]#[N:26])[CH:17]=[CH:16]2 |f:3.4.5.6|. Procedure: The compound (574.4 mg) obtained in Example 119-6 was dissolved in ethanol (20 ml) and chloroform (10 ml). Then, the solution was added with 20% palladium hydroxide-carbon (172.3 mg) and then stirred at room temperature for 16 hours under a hydrogen atmosphere. After the reaction, the solution was filtrated through Celite and the solvent was then distilled off under reduced pressure. The residue was purified through silica gel column chromatography (hexane/ethyl acetate), thereby obtaining the s... Reactants: O=C(Cl)OCc1ccccc1, Cl, Cl, CC(N)c1ccc(C(=O)O)cc1F, [Na+], [OH-]. Yields the product CC(NC(=O)OCc1ccccc1)c1ccc(C(=O)O)cc1F. As a reaction SMILES: [CH2:1]([c:2]1[cH:3][cH:4][cH:5][cH:6][cH:7]1)[O:8][C:9](=[O:10])[Cl:11].[ClH:14].[ClH:15].[NH2:16][CH:17]([CH3:18])[c:19]1[c:20]([F:28])[cH:21][c:22]([C:23](=[O:24])[OH:25])[cH:26][cH:27]1.[Na+:13].[OH-:12]>>[CH2:1]([c:2]1[cH:3][cH:4][cH:5][cH:6][cH:7]1)[O:8][C:9](=[O:10])[NH:16][CH:17]([CH3:18])[c:19]1[c:20]([F:28])[cH:21][c:22]([C:23](=[O:24])[OH:25])[cH:26][cH:27]1. Reactants: C(#N)C=1C=CC(=C(C1)NC(=S)N)N1CCOCC1 (1-(5-cyano-2-morpholinophenyl)thiourea), C([O-])([O-])=O.[K+].[K+] (potassium carbonate), ethanolic solution, CNC (dimethylamine), O.O.O.C(C)(=O)[O-].[Pb+2].C(C)(=O)[O-] (lead acetate trihydrate). The solvent is C(C)O (ethanol). Yields the product CN(C(=NC1=C(C=CC(=C1)C#N)N1CCOCC1)N)C (1,1-dimethyl-2-(5-cyano-2-morpholinophenyl)guanidine). Reaction SMILES: [C:1]([C:3]1[CH:4]=[CH:5][C:6]([N:13]2[CH2:18]CO[CH2:15][CH2:14]2)=[C:7]([NH:9][C:10]([NH2:12])=S)[CH:8]=1)#[N:2].[C:19](=[O:22])([O-])[O-].[K+].[K+].[CH3:25][NH:26][CH3:27].O.O.O.C([O-])(=O)C.[Pb+2].C([O-])(=O)C>C(O)C>[CH3:25][N:26]([CH3:27])[C:10]([NH2:12])=[N:9][C:7]1[CH:8]=[C:3]([C:1]#[N:2])[CH:4]=[CH:5][C:6]=1[N:13]1[CH2:18][CH2:19][O:22][CH2:15][CH2:14]1 |f:1.2.3,5.6.7.8.9.10|. Reported procedure: A mixture of 1-(5-cyano-2-morpholinophenyl)thiourea (5.2 g), potassium carbonate (8.3 g), a 33% ethanolic solution of dimethylamine (15 ml), lead acetate trihydrate and ethanol (25 ml) was heated under reflux for 3 hours to yield 1,1-dimethyl-2-(5-cyano-2-morpholinophenyl)guanidine (m.p. 125°-127° C.) which was converted into its monofumarate salt [m.p. 223°-225° C. (dec)] which was recrystallised from methanol. Starting materials: N1=CC=C(C=C1)C(CC(C(F)(F)F)=O)=O (1-pyridin-4-yl-4,4,4-trifluoro-butane-1,3-dione), C(C)(=O)C1=CC=NC=C1 (4-acetylpyridine), NC=1N=CNC1C#N (4-amino-5-cyano-1H-imidazole). Yields the product N1=CC=C(C=C1)C1=NC=2N(C(=C1)C(F)(F)F)C=NC2C#N (2-Pyridin-4-yl-4-trifluoromethyl-imidazo[1,5-a]pyrimidine-8-carbonitrile). Isolated yield 26.6%. As a reaction SMILES: [N:1]1[CH:6]=[CH:5][C:4]([C:7](=O)[CH2:8][C:9](=O)[C:10]([F:13])([F:12])[F:11])=[CH:3][CH:2]=1.C(C1C=CN=CC=1)(=O)C.[NH2:25][C:26]1[N:27]=[CH:28][NH:29][C:30]=1[C:31]#[N:32]>>[N:1]1[CH:6]=[CH:5][C:4]([C:7]2[CH:8]=[C:9]([C:10]([F:13])([F:12])[F:11])[N:27]3[CH:28]=[N:29][C:30]([C:31]#[N:32])=[C:26]3[N:25]=2)=[CH:3][CH:2]=1. Procedure: Reaction of 1-pyridin-4-yl-4,4,4-trifluoro-butane-1,3-dione (217 mg, 1.0 mmol), prepared from commercially available 4-acetylpyridine according to general procedure A, and 4-amino-5-cyano-1H-imidazole (108 mg, 1.0 mmol) according to general procedure B yielded the title compound as a yellow solid (77 mg, 27%). MS (ISP) 289.8 [(M+H)+]; mp 254° C. The reactants are CO, [K+], [OH-], Cc1ccc(S(=O)(=O)Cl)cc1, N#CCCc1ccc2sc3ccccc3c2c1, c1ccncc1. The product is NCCCc1ccc2sc3ccccc3c2c1. RXN SMILES: [CH3:37][OH:38].[K+:36].[OH-:35].[c:24]1([CH3:25])[cH:26][cH:27][c:28]([S:29]([Cl:30])(=[O:31])=[O:32])[cH:33][cH:34]1.[cH:1]1[c:2]([CH2:14][CH2:15][C:16]#[N:17])[cH:3][cH:4][c:5]2[s:6][c:7]3[c:8]([c:9]12)[cH:10][cH:11][cH:12][cH:13]3.[n:18]1[cH:19][cH:20][cH:21][cH:22][cH:23]1>>[cH:1]1[c:2]([CH2:14][CH2:15][CH2:16][NH2:17])[cH:3][cH:4][c:5]2[s:6][c:7]3[c:8]([c:9]12)[cH:10][cH:11][cH:12][cH:13]3.